From a dataset of the Open Reaction Database (ORD), a public repository of structured organic reaction records. describe an organic reaction: reactants, conditions, products, and yield Reactants: C=C(C)COc1ccc(C)cc1Br, CCCC[SnH](CCCC)CCCC, Cc1ccccc1, CC(C)(C#N)N=NC(C)(C)C#N. Yields the product Cc1ccc2c(c1)C(C)(C)CO2. Reaction SMILES: [Br:1][c:2]1[c:3]([O:9][CH2:10][C:11](=[CH2:12])[CH3:13])[cH:4][cH:5][c:6]([CH3:8])[cH:7]1.[CH2:26]([SnH:27]([CH2:28][CH2:29][CH2:30][CH3:31])[CH2:32][CH2:33][CH2:34][CH3:35])[CH2:36][CH2:37][CH3:38].[CH3:39][c:40]1[cH:41][cH:42][cH:43][cH:44][cH:45]1.[N:14]([C:15]([CH3:16])([CH3:17])[C:18]#[N:19])=[N:20][C:21]([CH3:22])([CH3:23])[C:24]#[N:25]>>[c:2]12[c:3]([cH:4][cH:5][c:6]([CH3:8])[cH:7]1)[O:9][CH2:10][C:11]2([CH3:12])[CH3:13]. As a reaction SMILES: [CH:5]12[C:6](=[O:15])[CH:7]3[CH2:8][CH:9]([CH2:10][CH:11]([CH2:12]1)[CH2:13]3)[CH2:14]2.[Na+:17].[OH-:16].[OH:1][N+:2](=[O:3])[O-:4].[S:18](=[O:19])(=[O:20])([OH:21])[OH:22]>>[CH:5]12[C:6](=[O:15])[CH:7]3[CH2:8][CH:9]([CH2:10][C:11]([OH:16])([CH2:12]1)[CH2:13]3)[CH2:14]2. Yields the product O=C1C2CC3CC1CC(O)(C3)C2. The reactants are O=C1C2CC3CC(C2)CC1C3, [Na+], [OH-], O=[N+]([O-])O, O=S(=O)(O)O. The reactants are Cl.CC1=C(N2C3=C(CCC4=C2C=CC=C4)C=CC=C13)CCNC (6,7-dihydro-2-methyl-1-(2-methylaminoethyl)-indolo[1,7-ab][1]benzazepine hydrochloride), N (ammonia), CCOCC (ether). Run in O (water). The product is CC1=C(N2C3=C(CCC4=C2C=CC=C4)C=CC=C13)CCNC (6,7-dihydro-2-methyl-1-(2-methylaminoethyl)-indolo[1,7-ab][1]benzazepine). Reaction SMILES: Cl.[CH3:2][C:3]1[C:19]2[C:6]3=[C:7]([CH:16]=[CH:17][CH:18]=2)[CH2:8][CH2:9][C:10]2[CH:15]=[CH:14][CH:13]=[CH:12][C:11]=2[N:5]3[C:4]=1[CH2:20][CH2:21][NH:22][CH3:23].N.CCOCC>O>[CH3:2][C:3]1[C:19]2[C:6]3=[C:7]([CH:16]=[CH:17][CH:18]=2)[CH2:8][CH2:9][C:10]2[CH:15]=[CH:14][CH:13]=[CH:12][C:11]=2[N:5]3[C:4]=1[CH2:20][CH2:21][NH:22][CH3:23] |f:0.1|. Procedure: For purification, the 6,7-dihydro-2-methyl-1-(2-methylaminoethyl)-indolo[1,7-ab][1]benzazepine was converted into the hydrochloride by dissolving in ethanol and treating with ethanolic hydrogen chloride. After a first crop of 28.6 g of the hydrochloride was obtained, the liquors no longer crystallised and were converted back into the base by shaking with an excess of ammonia and ether. The base was re-distilled and again treated with ethanolic hydrogen chloride to yield a second crop of 2 g of t... Product: Cc1cccc(C(=O)c2cnc3c(C(F)(F)F)cccc3c2-c2ccccc2)c1. As a reaction SMILES: [Br:1][c:2]1[cH:3][c:4]([CH3:8])[cH:5][cH:6][cH:7]1.[CH2:41]1[O:42][CH2:43][CH2:44][CH2:45]1.[CH3:14][O:15][N:16]([C:17](=[O:18])[c:19]1[cH:20][n:21][c:22]2[c:23]([C:35]([F:36])([F:37])[F:38])[cH:24][cH:25][cH:26][c:27]2[c:28]1-[c:29]1[cH:30][cH:31][cH:32][cH:33][cH:34]1)[CH3:39].[CH3:46][OH:47].[CH3:9][CH2:10][CH2:11][CH2:12][Li:13].[ClH:40]>>[c:2]1([C:17](=[O:18])[c:19]2[cH:20][n:21][c:22]3[c:23]([C:35]([F:36])([F:37])[F:38])[cH:24][cH:25][cH:26][c:27]3[c:28]2-[c:29]2[cH:30][cH:31][cH:32][cH:33][cH:34]2)[cH:3][c:4]([CH3:8])[cH:5][cH:6][cH:7]1. Starting materials: Cc1cccc(Br)c1, C1CCOC1, CON(C)C(=O)c1cnc2c(C(F)(F)F)cccc2c1-c1ccccc1, CO, [Li]CCCC, Cl. Solvent: CC(=O)C (acetone), O (H2O), C1CCOC1 (THF), C1CCOC1 (THF). RXN SMILES: Br[C:2]1[CH:7]=[CH:6][C:5]([O:8][CH3:9])=[CH:4][C:3]=1[CH2:10][CH2:11][C:12]1([C:17]2[CH:22]=[CH:21][CH:20]=[CH:19][CH:18]=2)[O:16]CCO1.[Li]CCCC.[CH2:28]([O:35][C:36]1[CH:43]=[CH:42][C:39]([C:40]#N)=[CH:38][CH:37]=1)[C:29]1[CH:34]=[CH:33][CH:32]=[CH:31][CH:30]=1.CC1C=CC(S([O-])(=O)=[O:52])=CC=1.C1C=C[NH+]=CC=1>C1COCC1.CC(C)=O.O>[CH2:28]([O:35][C:36]1[CH:43]=[CH:42][C:39]([C:40]([C:2]2[CH:7]=[CH:6][C:5]([O:8][CH3:9])=[CH:4][C:3]=2[CH2:10][CH2:11][C:12]([C:17]2[CH:18]=[CH:19][CH:20]=[CH:21][CH:22]=2)=[O:16])=[O:52])=[CH:38][CH:37]=1)[C:29]1[CH:34]=[CH:33][CH:32]=[CH:31][CH:30]=1 |f:3.4|. Product: C(C1=CC=CC=C1)OC1=CC=C(C(=O)C2=C(C=C(C=C2)OC)CCC(=O)C2=CC=CC=C2)C=C1 (3-[2-(4-Benzyloxy-benzoyl)-5-methoxy-phenyl]-1-phenyl-propan-1-one). Starting materials: CC1=CC=C(C=C1)S(=O)(=O)[O-].C1=CC=[NH+]C=C1 (PPTS), C(C1=CC=CC=C1)OC1=CC=C(C#N)C=C1 (4-benzyloxy-benzonitrile), BrC1=C(C=C(C=C1)OC)CCC1(OCCO1)C1=CC=CC=C1 (2-[2-(2-Bromo-5-methoxy-phenyl)-ethyl]-2-phenyl-[1,3]dioxolane), [Li]CCCC (n-BuLi). Yield: 236.8%. Reported procedure: A solution of 2-[2-(2-Bromo-5-methoxy-phenyl)-ethyl]-2-phenyl-[1,3]dioxolane (0.9 g, 2.5 mmol) in 10 ml of dry THF was cooled to −78° C. and n-BuLi (2.5 M in hexane, 1 ml) was added dropwise. The solution was stirred at −78° C. for 2 h and 4-benzyloxy-benzonitrile (0.575 g, 2.75 mmol) in 2 ml of THF was added. The mixture was allowed to warm to room temperature and refluxed overnight. The solution was then quenched with sat. NH4Cl and the solvent was evaporated. A solution of the residue in 20 m... Conditions: temperature -78 celsius, time 2 hour. Reactants: COC(CC1=CC=C(C=C1)O)=O (methyl-4-hydroxyphenylacetate), C(C)(=O)O (acetic acid), CC(=CC=O)C (3-methylbut-2-enal), C1(=CC=CC=C1)B(O)O (phenylboronic acid). The solvent is C1(=CC=CC=C1)C (toluene). Run at time 7 hour. The product is COC(CC=1C=C2C=CC(OC2=CC1)(C)C)=O (methyl-(2,2-dimethyl-2H-chromen-6-yl)acetate). As a reaction SMILES: [CH3:1][O:2][C:3](=[O:12])[CH2:4][C:5]1[CH:10]=[CH:9][C:8]([OH:11])=[CH:7][CH:6]=1.[CH3:13][C:14]([CH3:18])=[CH:15][CH:16]=O.C1(B(O)O)C=CC=CC=1.C(O)(=O)C>C1(C)C=CC=CC=1>[CH3:1][O:2][C:3](=[O:12])[CH2:4][C:5]1[CH:6]=[C:7]2[C:8](=[CH:9][CH:10]=1)[O:11][C:14]([CH3:18])([CH3:13])[CH:15]=[CH:16]2. Reported procedure: 25 g methyl-4-hydroxyphenylacetate, 14.5 ml 3-methylbut-2-enal and 18.3 g phenylboronic acid were placed together under nitrogen atmosphere in 1 l dry toluene and heated to boiling for 7 hours under reflux cooling. Then 60 ml glacial acetic acid was added to this receiving solution at room temperature (=RT) and the mixture was again heated to boiling for 7 hours under reflux cooling. It was allowed to cool to room temperature, the solvent was largely evaporated at reduced pressure and the remain... Yield: 92.6%. Reported procedure: A solution of sodium borohydride (5 g) in methanol was added to a solution of 2,3-difluoromethylenedioxybenzaldehyde (36 g) in methanol with cooling so that the temperature did not exceed 10 ° C. The reaction mixture was then allowed to warm to ambient temperature and stirred for 1 hour. Most of the methanol was evaporated and the residue was poured into cold 20% sodium hydroxide solution, extracted with ether, separated and washed with brine (until neutral), dried and the solvent removed to yie... Reaction SMILES: [BH4-].[Na+].[F:3][C:4]1[C:11]([F:12])=[C:10]2[O:13][CH2:14][O:15][C:9]2=[CH:8][C:5]=1[CH:6]=[O:7]>CO>[F:3][C:4]1[C:11]([F:12])=[C:10]2[CH:9]=[CH:8][C:5]=1[CH:6]([OH:7])[O:15][CH2:14][O:13]2 |f:0.1|. Conditions: time 1 hour. The reactants are [BH4-].[Na+] (sodium borohydride), FC1=C(C=O)C=C2C(=C1F)OCO2 (2,3-difluoromethylenedioxybenzaldehyde). Product: FC1=C2C(OCOC(=C1F)C=C2)O (2,3-difluoromethylenedioxybenzyl alcohol). The solvent is CO (methanol), CO (methanol).